From a dataset of the Open Reaction Database (ORD), a public repository of structured organic reaction records. describe an organic reaction: reactants, conditions, products, and yield Starting materials: BrC1=CC=C(C=O)C=C1 (4-Bromobenzaldehyde), O.C1(=CC=C(C=C1)S(=O)(=O)O)C (p-toluenesulfonic acid monohydrate), C(CO)O (ethylene glycol), O (water). Solvent: C1=CC=CC=C1 (benzene), C(C)(=O)OCC (ethyl acetate). Conditions: time 3 hour. The product is BrC1=CC=C(C=C1)C1OCCO1 (2-(4-bromophenyl)-1,3-dioxolane). As a reaction SMILES: [Br:1][C:2]1[CH:9]=[CH:8][C:5]([CH:6]=[O:7])=[CH:4][CH:3]=1.O.C1(C)C=CC(S(O)(=O)=O)=CC=1.[CH2:22](O)[CH2:23][OH:24].O>C1C=CC=CC=1.C(OCC)(=O)C>[Br:1][C:2]1[CH:9]=[CH:8][C:5]([CH:6]2[O:24][CH2:23][CH2:22][O:7]2)=[CH:4][CH:3]=1 |f:1.2|. Procedure: 4-Bromobenzaldehyde (3 g, 0.0162 mol) in benzene (60 mL) was treated with p-toluenesulfonic acid monohydrate (0.15 g, 0.79 mmol) and ethylene glycol (5 mL, 0.0896 mol). The reaction was refluxed under nitrogen with azeotropic removal of water. After 3 hours, the reaction was cooled to room temperature and diluted with an equal volume of ethyl acetate. This solution was washed twice with aqueous bicarbonate, dried over magnesium sulfate and concentrated under reduced pressure. A colorless oil was... The reactants are C(C)(=O)OCCN1C=C(C(C2=C(C(=C(C(=C12)F)F)F)C)=O)C(=O)OCC (ethyl 1-(2-acetyloxyethyl)-5-methyl-6,7,8-trifluoro-l,4-dihydro-4-oxoquinoline-3-carboxylate), Cl (hydrochloric acid). Solvent: C(C)(=O)O (acetic acid). The product is OCCN1C=C(C(C2=C(C(=C(C(=C12)F)F)F)C)=O)C(=O)O (1-(2-hydroxyethyl)-5-methyl-6,7,8-trifluoro-1,4-dihydro-4-oxoquinoline-3-carboxylic acid). Isolated yield 85.9%. Reaction SMILES: C([O:4][CH2:5][CH2:6][N:7]1[C:16]2[C:11](=[C:12]([CH3:20])[C:13]([F:19])=[C:14]([F:18])[C:15]=2[F:17])[C:10](=[O:21])[C:9]([C:22]([O:24]CC)=[O:23])=[CH:8]1)(=O)C.Cl>C(O)(=O)C>[OH:4][CH2:5][CH2:6][N:7]1[C:16]2[C:11](=[C:12]([CH3:20])[C:13]([F:19])=[C:14]([F:18])[C:15]=2[F:17])[C:10](=[O:21])[C:9]([C:22]([OH:24])=[O:23])=[CH:8]1. Procedure details: Employing ethyl 1-(2-acetyloxyethyl)-5-methyl-6,7,8-trifluoro-l,4-dihydro-4-oxoquinoline-3-carboxylate (5.80 g) and conc. hydrochloric acid: 90% acetic acid (1:4) (100 ml), the procedure of Reference Example 23 is repeated to give 1-(2-hydroxyethyl)-5-methyl-6,7,8-trifluoro-1,4-dihydro-4-oxoquinoline-3-carboxylic acid (4.04 g), as pale yellow flakes (recrystallized from ethanol), m.p. 244.5°-247° C. The reactants are CS(C)=O, CS(=O)(=O)OCCCC(F)(F)F, N#C[Na], O. Product: N#CCCCC(F)(F)F. Reaction SMILES: [CH3:16][S:17]([CH3:18])=[O:19].[CH3:1][S:2]([O:3][CH2:6][CH2:7][CH2:8][C:9]([F:10])([F:11])[F:12])(=[O:4])=[O:5].[Na:13][C:14]#[N:15].[OH2:20]>>[CH2:6]([CH2:7][CH2:8][C:9]([F:10])([F:11])[F:12])[C:14]#[N:15]. Reactants: C1=CC2=NO[N+](=C2C=C1)[O-] (benzofuroxan), NC=1C=C(C(=O)OCC)C=CC1NC1CCCCC1 (ethyl 3-amino-4-cyclohexylaminobenzoate), C1(=CC=C(C=C1)C=O)\C=C\C1=CC=CC=C1 (trans-4-stilbenecarbaldehyde), [OH-].[Na+] (sodium hydroxide). The solvent is C(C)#N (acetonitrile), C(C)(=O)OCC (ethyl acetate), CO (methyl alcohol). Reaction conditions: time 8 hour. Yields the product C1(CCCCC1)N1C(=NC2=C1C=CC(=C2)C(=O)OCC)C2=CC=C(C=C2)\C=C\C2=CC=CC=C2 (ethyl 1-cyclohexyl-2-{4-[(E)-2-phenylvinyl]phenyl}-benzimidazole-5-carboxylate). Yield: 62.9%. As a reaction SMILES: [NH2:1][C:2]1[CH:3]=[C:4]([CH:10]=[CH:11][C:12]=1[NH:13][CH:14]1[CH2:19][CH2:18][CH2:17][CH2:16][CH2:15]1)[C:5]([O:7][CH2:8][CH3:9])=[O:6].[C:20]1(/[CH:28]=[CH:29]/[C:30]2[CH:35]=[CH:34][CH:33]=[CH:32][CH:31]=2)[CH:25]=[CH:24][C:23]([CH:26]=O)=[CH:22][CH:21]=1.C1C=CC2C(=NO[N+]=2[O-])C=1.[OH-].[Na+]>CO.C(#N)C.C(OCC)(=O)C>[CH:14]1([N:13]2[C:12]3[CH:11]=[CH:10][C:4]([C:5]([O:7][CH2:8][CH3:9])=[O:6])=[CH:3][C:2]=3[N:1]=[C:26]2[C:23]2[CH:24]=[CH:25][C:20](/[CH:28]=[CH:29]/[C:30]3[CH:35]=[CH:34][CH:33]=[CH:32][CH:31]=3)=[CH:21][CH:22]=2)[CH2:19][CH2:18][CH2:17][CH2:16][CH2:15]1 |f:3.4|. Reported procedure: Ethyl 3-amino-4-cyclohexylaminobenzoate (500 mg) obtained in Example 1, Step 3, was dissolved in methyl alcohol (6 ml) and trans-4-stilbenecarbaldehyde (397 mg) was added under ice-cooling. The mixture was stirred overnight at room temperature. The reaction mixture was ice-cooled and benzofuroxan (259 mg) dissolved in acetonitrile (2 ml) was added. The mixture was stirred for 7 hr at 50° C. The reaction mixture was ice-cooled. After 1N sodium hydroxide was added, ethyl acetate was added and the ...